Dataset: the Open Reaction Database (ORD), a public repository of structured organic reaction records. Task: describe an organic reaction: reactants, conditions, products, and yield The yield is 89.0%. Procedure: 11.5 g (0.0373 mol) of 4-amino-N-(2,6-bis-methylamino-pyrimidin-4-yl)-benzenesulfonamide were treated with 11.5 ml of 25 percent aqueous hydrochloric acid and stirred at 0° C. for 1 hour. The water was evaporated completely and the residue was recrystallized from ethanol/diethyl ether. There were obtained 11.8 g (89%) of 4-amino-N-(2,6-bis-methylamino-pyrimidin-4-yl)-benzenesulfonamide hydrochloride (1:1.8) as pale yellow crystals; m.p. 175-250° C. (dec.). As a reaction SMILES: [NH2:1][C:2]1[CH:7]=[CH:6][C:5]([S:8]([NH:11][C:12]2[CH:17]=[C:16]([NH:18][CH3:19])[N:15]=[C:14]([NH:20][CH3:21])[N:13]=2)(=[O:10])=[O:9])=[CH:4][CH:3]=1.[ClH:22]>>[ClH:22].[NH2:1][C:2]1[CH:7]=[CH:6][C:5]([S:8]([NH:11][C:12]2[CH:17]=[C:16]([NH:18][CH3:19])[N:15]=[C:14]([NH:20][CH3:21])[N:13]=2)(=[O:10])=[O:9])=[CH:4][CH:3]=1 |f:2.3|. The reactants are NC1=CC=C(C=C1)S(=O)(=O)NC1=NC(=NC(=C1)NC)NC (4-amino-N-(2,6-bis-methylamino-pyrimidin-4-yl)-benzenesulfonamide), Cl (hydrochloric acid). Reaction conditions: temperature 0 celsius, time 1 hour. Product: Cl.NC1=CC=C(C=C1)S(=O)(=O)NC1=NC(=NC(=C1)NC)NC (4-amino-N-(2,6-bis-methylamino-pyrimidin-4-yl)-benzenesulfonamide hydrochloride). The reactants are C(C)(=O)NC1=C(C=C(C(=O)OC)C=C1)C=NO (methyl 4-acetylamino-3-[(hydroxylimino)methyl]benzoate), [OH-].[Na+] (sodium hydroxide). Conditions: time 4 hour. Yields the product O.C(C)(=O)NC1=C(C=C(C(=O)O)C=C1)C=NO (4-Acetylamino-3-[(hydroxylimino)methyl]benzoic acid hydrate). Yield: 131.8%. RXN SMILES: [C:1]([NH:4][C:5]1[CH:14]=[CH:13][C:8]([C:9]([O:11]C)=[O:10])=[CH:7][C:6]=1[CH:15]=[N:16][OH:17])(=[O:3])[CH3:2].[OH-].[Na+]>>[OH2:3].[C:1]([NH:4][C:5]1[CH:14]=[CH:13][C:8]([C:9]([OH:11])=[O:10])=[CH:7][C:6]=1[CH:15]=[N:16][OH:17])(=[O:3])[CH3:2] |f:1.2,3.4|. Reported procedure: A mixture of methyl 4-acetylamino-3-[(hydroxylimino)methyl]benzoate (142 mg, 0.6 mmol) and 1N sodium hydroxide (1.0 mL, 1.0 mmol) was stirred at room temperature for 4 h. The mixture was filtered through a pad of cotton and neutralized with dil. hydrochloric acid. The precipitate obtained was collected by filtration, washed with water, and dried under vacuum over acetone for 24 h to give 95 mg (71%) of the title compound as a white powder, mp 215°-218° C. (dec). The reactants are ClC1=CC=C(C=C1)O (4-chlorophenol), OC1=CC=C(C=C1)N1NC(N(C1=O)C1=CC=CC=C1)=O (1-(4-hydroxyphenyl)-4-phenyl-1,2,4-triazolidine-3,5-dione). The product is OC1=C(C=C(C=C1)Cl)N1NC(N(C1=O)C1=CC=CC=C1)=O (1-(2-hydroxy-5-chlorophenyl)-4-phenyl-1,2,4-triazolidine-3,5-dione), solids. The yield is 56.0%. Reaction SMILES: [Cl:1][C:2]1[CH:7]=[CH:6][C:5]([OH:8])=[CH:4][CH:3]=1.OC1C=CC([N:16]2[C:20](=[O:21])[N:19]([C:22]3[CH:27]=[CH:26][CH:25]=[CH:24][CH:23]=3)[C:18](=[O:28])[NH:17]2)=CC=1>>[OH:8][C:5]1[CH:6]=[CH:7][C:2]([Cl:1])=[CH:3][C:4]=1[N:16]1[C:20](=[O:21])[N:19]([C:22]2[CH:27]=[CH:26][CH:25]=[CH:24][CH:23]=2)[C:18](=[O:28])[NH:17]1. Reported procedure: Compound 34 was prepared from 4-chlorophenol in the same manner of compound 27, and was obtained as white solids (56%). 1H NMR (300 MHz, Methanol-d4): δ 7.75 (d, J=3.0 Hz, 1H), 7.52-7.46 (m, 4H), 7.38 (m, 1H), 7.08 (dd, J=1.8, 8.7 Hz, 1H), 6.88 (d, J=8.7 Hz, 1H). 13C NMR (75 MHz, DMSO-d6): δ 153.70, 152.32, 132.28, 129.63, 128.93, 128.19, 127.12, 126.41, 126.23, 124.62, 123.70, 118.20. HRMS: calcd for C14H10ClN3O3 (MH+) 304.0483. found 304.0487. Reactants: NC1=C(C2=C(N=C(CO2)SC)C=C1)C(=O)OC (methyl 7-amino-3-methylsulfanyl-2H-benzo[1,4]oxazine-8-carboxylate), NC1=C(C2=C(N=C(CO2)SC)C=C1)C(=O)OC (methyl 7-amino-3-methylsulfanyl-2H-benzo[1,4]oxazine-8-carboxylate), COC(CN)OC (aminoacetaldehyde dimethylacetal). Run in C(C)O (ethanol). Yields the product NC1=C(C2=C(N=C(CO2)NCC(OC)OC)C=C1)C(=O)OC (methyl 7-amino-3-(2,2-dimethoxyethylamino)-2H-benzo[1,4]oxazine-8-carboxylate). Yield: 115.1%. As a reaction SMILES: [NH2:1][C:2]1[CH:13]=[CH:12][C:5]2[N:6]=[C:7](SC)[CH2:8][O:9][C:4]=2[C:3]=1[C:14]([O:16][CH3:17])=[O:15].[CH3:18][O:19][CH:20]([O:23][CH3:24])[CH2:21][NH2:22]>C(O)C>[NH2:1][C:2]1[CH:13]=[CH:12][C:5]2[N:6]=[C:7]([NH:22][CH2:21][CH:20]([O:23][CH3:24])[O:19][CH3:18])[CH2:8][O:9][C:4]=2[C:3]=1[C:14]([O:16][CH3:17])=[O:15]. Procedure details: A solution of methyl 7-amino-3-methylsulfanyl-2H-benzo[1,4]oxazine-8-carboxylate (Intermediate 28, 0.645 g) and aminoacetaldehyde dimethylacetal (0.403 g) in ethanol (15 mL) was heated to reflux for 4 days. After cooling, the mixture was concentrated in vacuo to give methyl 7-amino-3-(2,2-dimethoxyethylamino)-2H-benzo[1,4]oxazine-8-carboxylate (0.910 g) as a brown oil. Reactants: ClCC1=CC(=C(C=C1)SC1=CC=CC=C1)C (1-chloromethyl-3-methyl-4-phenylthiobenzene), [C-]#N.[Na+] (sodium cyanide), [Cl-].[Na+] (sodium chloride). The solvent is ice water. Reaction conditions: time 8 hour. Product: C(#N)CC1=CC(=C(C=C1)SC1=CC=CC=C1)C (1-cyanomethyl-3-methyl-4phenylthiobenzene). As a reaction SMILES: Cl[CH2:2][C:3]1[CH:8]=[CH:7][C:6]([S:9][C:10]2[CH:15]=[CH:14][CH:13]=[CH:12][CH:11]=2)=[C:5]([CH3:16])[CH:4]=1.[C-:17]#[N:18].[Na+].[Cl-].[Na+]>>[C:17]([CH2:2][C:3]1[CH:8]=[CH:7][C:6]([S:9][C:10]2[CH:15]=[CH:14][CH:13]=[CH:12][CH:11]=2)=[C:5]([CH3:16])[CH:4]=1)#[N:18] |f:1.2,3.4|. Procedure details: The 1-chloromethyl-3-methyl-4-phenylthiobenzene obtained above is dissolved in N,N-dimemthylformamide (56 ml), and thereto is added finely divided sodium cyanide (18.16 g), and the mixture is stirred at room temperature overnight. To the reaction mixture are added saturated aqueous sodium chloride solution (300 ml) and ice water (300 ml), and the mixture is extracted with ethyl acetate (300 ml×3). The combined extracts are washed with saturated aqueous sodium chloride solution (200 ml×3), dried ... Reactants: C(C1=CC=CC=C1)=O (benzaldehyde), solution, Cl (hydrogen chloride), [Cl-].ClC1=CC(=C(C[P+](C2=CC=CC=C2)(C2=CC=CC=C2)C2=CC=CC=C2)C=C1)OC (4-chloro-2-methoxybenzyltriphenyl-phosphonium chloride), C1CCC2=NCCCN2CC1 (DBU). The reagents and catalysts are C1=CC=C(C=C1)P(C2=CC=CC=C2)C3=CC=CC=C3.C1=CC=C(C=C1)P(C2=CC=CC=C2)C3=CC=CC=C3.C1=CC=C(C=C1)P(C2=CC=CC=C2)C3=CC=CC=C3.[Cl-].[Rh] (tris(triphenylphosphine)rhodium(I) chloride). Run in C(C)(=O)OCC (ethyl acetate), C(C)(=O)OCC (ethyl acetate), C(C)O (ethanol), C(C)#N (acetonitrile). Reaction conditions: temperature 50 celsius, time 14 hour. The product is ClC=1C=CC(=C(C1)O)CCC1=CC=CC=C1 (5-Chloro-2-(2-phenylethyl)phenol). RXN SMILES: [CH:1](=O)[C:2]1[CH:7]=[CH:6][CH:5]=[CH:4][CH:3]=1.[Cl-].[Cl:10][C:11]1[CH:36]=[CH:35][C:14]([CH2:15][P+](C2C=CC=CC=2)(C2C=CC=CC=2)C2C=CC=CC=2)=[C:13]([O:37]C)[CH:12]=1.C1CCN2C(=NCCC2)CC1.Cl>C(#N)C.C(O)C.C(OCC)(=O)C.C1C=CC(P(C2C=CC=CC=2)C2C=CC=CC=2)=CC=1.C1C=CC(P(C2C=CC=CC=2)C2C=CC=CC=2)=CC=1.C1C=CC(P(C2C=CC=CC=2)C2C=CC=CC=2)=CC=1.[Cl-].[Rh]>[Cl:10][C:11]1[CH:36]=[CH:35][C:14]([CH2:15][CH2:1][C:2]2[CH:7]=[CH:6][CH:5]=[CH:4][CH:3]=2)=[C:13]([OH:37])[CH:12]=1 |f:1.2,8.9.10.11.12|. Procedure details: 1.10 g of benzaldehyde, 6.02g of 4-chloro-2-methoxybenzyltriphenyl-phosphonium chloride and 1.85 ml of DBU were allowed to react together in 20 ml of acetonitrile and were subsequently treated and purified by silica gel column chromatography, using a 10: 1 by volume mixture of hexane and ethyl acetate as the eluent, in the same manner as described in Preparation 2, to give 2.85 g of an oily substance. This oily substance was dissolved in 50 ml of ethanol, and 0.40 g of tris(triphenylphosphine)rh... Reactants: CCOC(=O)CCc1cc(F)c(F)c(C(O)CO)c1, Cc1ccc(S(=O)(=O)Cl)cc1, c1ccncc1. Yields the product CCOC(=O)CCc1cc(F)c(F)c(C(O)COS(=O)(=O)c2ccc(C)cc2)c1. As a reaction SMILES: [OH:12][CH:13]([CH2:14][OH:15])[c:16]1[cH:17][c:18]([CH2:24][CH2:25][C:26](=[O:27])[O:28][CH2:29][CH3:30])[cH:19][c:20]([F:23])[c:21]1[F:22].[c:1]1([CH3:11])[cH:2][cH:3][c:4]([S:7](=[O:8])(=[O:9])[Cl:10])[cH:5][cH:6]1.[cH:31]1[cH:32][cH:33][n:34][cH:35][cH:36]1>>[c:1]1([CH3:11])[cH:2][cH:3][c:4]([S:7](=[O:8])(=[O:9])[O:15][CH2:14][CH:13]([OH:12])[c:16]2[cH:17][c:18]([CH2:24][CH2:25][C:26](=[O:27])[O:28][CH2:29][CH3:30])[cH:19][c:20]([F:23])[c:21]2[F:22])[cH:5][cH:6]1.